Dataset: the Open Reaction Database (ORD), a public repository of structured organic reaction records. Task: describe an organic reaction: reactants, conditions, products, and yield The reactants are C1(=CC=CC=C1)[Sn](C1=CC=CC=C1)(C1=CC=CC=C1)Cl (triphenyltin chloride), [BH4-].[Na+] (sodium borohydride), C(OC)COC (monoglyme). Solvent: COCCOCCOC (diglyme). Run at temperature -10 celsius, time 30 minute. Product: C1(=CC=CC=C1)[SnH](C1=CC=CC=C1)C1=CC=CC=C1 (triphenyltin hydride). Yield: 100.0%. RXN SMILES: [BH4-].[Na+].C(COC)OC.[C:9]1([Sn:15](Cl)([C:22]2[CH:27]=[CH:26][CH:25]=[CH:24][CH:23]=2)[C:16]2[CH:21]=[CH:20][CH:19]=[CH:18][CH:17]=2)[CH:14]=[CH:13][CH:12]=[CH:11][CH:10]=1>COCCOCCOC>[C:22]1([SnH:15]([C:9]2[CH:10]=[CH:11][CH:12]=[CH:13][CH:14]=2)[C:16]2[CH:21]=[CH:20][CH:19]=[CH:18][CH:17]=2)[CH:23]=[CH:24][CH:25]=[CH:26][CH:27]=1 |f:0.1|. Reported procedure: 3.9 g of sodium borohydride (0.1 mol) and 70 ml of monoglyme were mixed together in a 200 ml eggplant type flask and cooled to -10° C. 70 ml of a diglyme solution containing 10.0 g of triphenyltin chloride (0.026 mol) was added to this mixture dropwise for 30 minutes. Subsequently, the mixture was stirred for another 30 minutes at -10° C. Then diglyme was removed under a reduced pressure of greater than 1 mmHg at below 0° C. Then, the resultant residue was extracted with diethylether followed by... Starting materials: ClC1=NC=C(C(=N1)NC1=C(C=CC=C1F)N(CCC#N)C)Cl (3-{[2-(2,5-Dichloro-pyrimidin-4-ylamino)-3-fluoro-phenyl]-methyl-amino}-propionitrile), NC=1C=CC2=C(NC(CCC2(C)C)=O)C1 (8-Amino-5,5-dimethyl-1,3,4,5-tetrahydro-benzo[b]azepin-2-one). Product: ClC=1C(=NC(=NC1)NC1=CC2=C(C(CCC(N2)=O)(C)C)C=C1)NC1=C(C=CC=C1F)N(CCC#N)C (3-({2-[5-Chloro-2-(5,5-dimethyl-2-oxo-2,3,4,5-tetrahydro-1H-1-benzazepin-8-ylamino)-pyrimidin-4-ylamino]-3-fluoro-phenyl}-methyl-amino)-propionitrile). As a reaction SMILES: Cl[C:2]1[N:7]=[C:6]([NH:8][C:9]2[C:14]([F:15])=[CH:13][CH:12]=[CH:11][C:10]=2[N:16]([CH3:21])[CH2:17][CH2:18][C:19]#[N:20])[C:5]([Cl:22])=[CH:4][N:3]=1.[NH2:23][C:24]1[CH:25]=[CH:26][C:27]2[C:33]([CH3:35])([CH3:34])[CH2:32][CH2:31][C:30](=[O:36])[NH:29][C:28]=2[CH:37]=1>>[Cl:22][C:5]1[C:6]([NH:8][C:9]2[C:14]([F:15])=[CH:13][CH:12]=[CH:11][C:10]=2[N:16]([CH3:21])[CH2:17][CH2:18][C:19]#[N:20])=[N:7][C:2]([NH:23][C:24]2[CH:25]=[CH:26][C:27]3[C:33]([CH3:34])([CH3:35])[CH2:32][CH2:31][C:30](=[O:36])[NH:29][C:28]=3[CH:37]=2)=[N:3][CH:4]=1. Reported procedure: 3-({2-[5-Chloro-2-(5,5-dimethyl-2-oxo-2,3,4,5-tetrahydro-1H-1-benzazepin-8-ylamino)-pyrimidin-4-ylamino]-3-fluoro-phenyl}-methyl-amino)-propionitrile was prepared from 3-{[2-(2,5-Dichloro-pyrimidin-4-ylamino)-3-fluoro-phenyl]-methyl-amino}-propionitrile and 8-Amino-5,5-dimethyl-1,3,4,5-tetrahydro-benzo[b]azepin-2-one in an analogous manner to Example 1221d. Product isolated a white lyophilate (27 mg, 36%). HPLC purity 99%, LCMS 510.15 (M+H), 1H-NMR (CDCl3, 400 MHz) δ 12.03 (s, 1H), 7.94 (s, 1H),... Starting materials: O (Water), C1=C(C=CC2=CC=CC=C12)C(=O)NC1=CC=C(CN2N=C(C3=CC=CC=C23)CC(=O)OCC)C=C1 (Ethyl 2-[1-[4-(2-naphthamido)benzyl]-1H-indazol-3-yl]acetate), aqueous solution, O.[OH-].[Li+] (lithium hydroxide monohydrate), Cl (hydrochloric acid). The solvent is O1CCCC1 (tetrahydrofuran). Yields the product C1=C(C=CC2=CC=CC=C12)C(=O)NC1=CC=C(CN2N=C(C3=CC=CC=C23)CC(=O)O)C=C1 (2-[1-[4-(2-naphthamido)benzyl]-1H-indazol-3-yl]acetic acid). The yield is 57.9%. As a reaction SMILES: [CH:1]1[C:10]2[C:5](=[CH:6][CH:7]=[CH:8][CH:9]=2)[CH:4]=[CH:3][C:2]=1[C:11]([NH:13][C:14]1[CH:35]=[CH:34][C:17]([CH2:18][N:19]2[C:27]3[C:22](=[CH:23][CH:24]=[CH:25][CH:26]=3)[C:21]([CH2:28][C:29]([O:31]CC)=[O:30])=[N:20]2)=[CH:16][CH:15]=1)=[O:12].O.[OH-].[Li+].O.Cl>O1CCCC1>[CH:1]1[C:10]2[C:5](=[CH:6][CH:7]=[CH:8][CH:9]=2)[CH:4]=[CH:3][C:2]=1[C:11]([NH:13][C:14]1[CH:15]=[CH:16][C:17]([CH2:18][N:19]2[C:27]3[C:22](=[CH:23][CH:24]=[CH:25][CH:26]=3)[C:21]([CH2:28][C:29]([OH:31])=[O:30])=[N:20]2)=[CH:34][CH:35]=1)=[O:12] |f:1.2.3|. Procedure: Ethyl 2-[1-[4-(2-naphthamido)benzyl]-1H-indazol-3-yl]acetate (226 mg, 0.488 mmol) was dissolved in tetrahydrofuran (10 mL), and in an ice bath 10 mL aqueous solution of lithium hydroxide monohydrate (62 mg, 1.48 mmol) was added. It was reacted at room temperature for 3 h, and the reaction was monitored to be complete by TLC. Water was added into the system, and adjusted to pH≈3-4 with diluted hydrochloric acid. A solid precipitated. It was filtered, and dried to obtain a white solid 123 mg, at a...